The task is: describe an organic reaction: reactants, conditions, products, and yield. This data is from the Open Reaction Database (ORD), a public repository of structured organic reaction records. Reactants: solution, [Li+].CC(C)[N-]C(C)C (LDA), C(C1=CC=CC=C1)OC1=CC=C(C=C1)CBr (1-benzyloxy-4-bromomethylbenzene), [Cl-].[NH4+] (ammonium chloride), COC(CC1=CC=C(C=C1)C(C)(C)C)=O (4-tertbutylphenyl acetic acid methyl ester). Run in C1CCOC1 (THF), C1CCOC1 (THF), C1CCOC1 (THF). The product is COC(C(CC1=CC=C(C=C1)OCC1=CC=CC=C1)C1=CC=C(C=C1)C(C)(C)C)=O (3-(4-Benzyloxyphenyl)-2-(4-tert-butylphenyl)-propionic acid methyl ester). RXN SMILES: [Li+].CC([N-]C(C)C)C.[CH3:9][O:10][C:11](=[O:23])[CH2:12][C:13]1[CH:18]=[CH:17][C:16]([C:19]([CH3:22])([CH3:21])[CH3:20])=[CH:15][CH:14]=1.[CH2:24]([O:31][C:32]1[CH:37]=[CH:36][C:35]([CH2:38]Br)=[CH:34][CH:33]=1)[C:25]1[CH:30]=[CH:29][CH:28]=[CH:27][CH:26]=1.[Cl-].[NH4+]>C1COCC1>[CH3:9][O:10][C:11](=[O:23])[CH:12]([C:13]1[CH:14]=[CH:15][C:16]([C:19]([CH3:20])([CH3:22])[CH3:21])=[CH:17][CH:18]=1)[CH2:38][C:35]1[CH:36]=[CH:37][C:32]([O:31][CH2:24][C:25]2[CH:30]=[CH:29][CH:28]=[CH:27][CH:26]=2)=[CH:33][CH:34]=1 |f:0.1,4.5|. Reported procedure: To a 2M solution of LDA in THF (5.4 mL, 10.8 mmol) in 300 mL THF cooled to −78° C. was slowly added 4-tertbutylphenyl acetic acid methyl ester (2 g, 9.8 mmol). After stirring for 1 hr at −78° C. a solution of 2.7 g of 1-benzyloxy-4-bromomethylbenzene (Chow and Mak, J. Org. Chem 1997, 62(15), 5116) in THF (10 mL) was added. The mixture was allowed to warm to room temperature overnight. Saturated ammonium chloride was added and the solution extracted with ethyl acetate. The solution was washed wit... Starting materials: IC1=CC=2C3=C(NC2C=C1)CCN(C3)C (8-Iodo-2-methyl-2,3,4,5-tetrahydro-1H-pyrido[4,3-b]indole), [OH-].[K+] (potassium hydroxide), CC1=NC=C(C=C1)C=C (2-Methyl-5-vinyl-pyridine). The solvent is O (water), CN1C(CCC1)=O (N-methyl 2-pyrolidone). Reaction conditions: time 10 minute. Product: IC1=CC=2C3=C(N(C2C=C1)CCC=1C=NC(=CC1)C)CCN(C3)C (2,3,4,5-tetrahydro-8-iodo-2-methyl-5-(2-(6-methylpyridin-3-yl)ethyl)-1H-pyrido[4,3-b]indole). Isolated yield 15.2%. RXN SMILES: [I:1][C:2]1[CH:10]=[CH:9][C:8]2[NH:7][C:6]3[CH2:11][CH2:12][N:13]([CH3:15])[CH2:14][C:5]=3[C:4]=2[CH:3]=1.[OH-].[K+].[CH3:18][C:19]1[CH:24]=[CH:23][C:22]([CH:25]=[CH2:26])=[CH:21][N:20]=1>CN1CCCC1=O.O>[I:1][C:2]1[CH:10]=[CH:9][C:8]2[N:7]([CH2:26][CH2:25][C:22]3[CH:21]=[N:20][C:19]([CH3:18])=[CH:24][CH:23]=3)[C:6]3[CH2:11][CH2:12][N:13]([CH3:15])[CH2:14][C:5]=3[C:4]=2[CH:3]=1 |f:1.2|. Procedure: To a solution of 8-Iodo-2-methyl-2,3,4,5-tetrahydro-1H-pyrido[4,3-b]indole (0.5 g. 0.0016 mol) in N-methyl 2-pyrolidone (5 mL) was added powdered potassium hydroxide (0.9 g, 0.016 mol) and allowed to stir for 10 min at RT. 2-Methyl-5-vinyl-pyridine (0.969 g, 0.0048 mol) was added and stirred for further 24 hours at 100° C., after completion (TLC), reaction mixture was diluted with water (50 mL) and extracted with ethyl acetate (3×150 mL). The organic layer was dried over anhydrous sodium sulphat... Reaction SMILES: [C:39]([OH:40])(=[O:41])[CH3:42].[CH3:27][C:28](=[O:29])[OH:30].[Cl-:26].[ClH:31].[N:17]([O-:18])=[O:19].[NH2:1][c:2]1[cH:3][cH:4][c:5]([O:15][CH3:16])[c:6]2[o:7][c:8]3[c:9]([c:10]12)[cH:11][cH:12][cH:13][cH:14]3.[Na+:20].[O:21]=[S:22]=[O:23].[OH2:24].[OH2:25].[OH2:32].[cH:33]1[cH:34][cH:35][cH:36][cH:37][cH:38]1>>[c:2]1([S:22](=[O:21])(=[O:23])[Cl:26])[cH:3][cH:4][c:5]([O:15][CH3:16])[c:6]2[o:7][c:8]3[c:9]([c:10]12)[cH:11][cH:12][cH:13][cH:14]3. Product: COc1ccc(S(=O)(=O)Cl)c2c1oc1ccccc12. Starting materials: CC(=O)O, CC(=O)O, [Cl-], Cl, O=N[O-], COc1ccc(N)c2c1oc1ccccc12, [Na+], O=S=O, O, O, O, c1ccccc1. Reactants: C(CCC)C1=NOC(=C1/C=C/C=1SC(=C(N1)C)C(=O)O)C (2-[(E)-2-(3-butyl-5-methyl-isoxazol-4-yl)-vinyl]-4-methyl-thiazole-5-carboxylic acid), O=S1(CC(CC1)N)=O (1,1-dioxidotetrahydrothien-3-ylamine). The product is O=S1(CC(CC1)NC(=O)C1=C(N=C(S1)\C=C\C=1C(=NOC1C)CCCC)C)=O (2-[(E)-2-(3-Butyl-5-methyl-isoxazol-4-yl)-vinyl]-4-methyl-thiazole-5-carboxylic acid (1,1-dioxo-tetrahydrothiophen-3-yl)-amide). Yield: 82.0%. RXN SMILES: [CH2:1]([C:5]1[C:9](/[CH:10]=[CH:11]/[C:12]2[S:13][C:14]([C:18]([OH:20])=O)=[C:15]([CH3:17])[N:16]=2)=[C:8]([CH3:21])[O:7][N:6]=1)[CH2:2][CH2:3][CH3:4].[O:22]=[S:23]1(=[O:29])[CH2:27][CH2:26][CH:25]([NH2:28])[CH2:24]1>>[O:22]=[S:23]1(=[O:29])[CH2:27][CH2:26][CH:25]([NH:28][C:18]([C:14]2[S:13][C:12](/[CH:11]=[CH:10]/[C:9]3[C:5]([CH2:1][CH2:2][CH2:3][CH3:4])=[N:6][O:7][C:8]=3[CH3:21])=[N:16][C:15]=2[CH3:17])=[O:20])[CH2:24]1. Reported procedure: As described for example 104, 2-[(E)-2-(3-butyl-5-methyl-isoxazol-4-yl)-vinyl]-4-methyl-thiazole-5-carboxylic acid (153 mg, 0.5 mmol) was converted, using 1,1-dioxidotetrahydrothien-3-ylamine instead of rac-2-amino-1-butanol, to the title compound (174 mg, 82%) which was obtained as a white solid after purification by chromatography (silica, 50 to 100% ethyl acetate in heptane) and recrystallization from ethyl acetate/heptane. MS: m/e=424.2 [M+H]+. The reactants are C(C1=CC=CC=C1)CNC1(CC1)C1=CC=C(C=C1)C#CC1=CC=C(C(=O)OCC)C=C1 (ethyl 4-{4-[1-(benzylmethylamino)-cyclopropyl]-phenylethynyl}-benzoate), C(C1=CC=CC=C1)CNC1(CC1)C1=CC=C(C=C1)C#CC1=CC=C(C(=O)OCC)C=C1 (ethyl 4-{4-[1-(benzylmethylamino)-cyclopropyl]-phenylethynyl}-benzoate), [OH-].[Na+] (NaOH), aqueous solution. The solvent is C(C)O (ethanol), O1CCCC1 (tetrahydrofuran). Conditions: time 8 hour. The product is C(C1=CC=CC=C1)CNC1(CC1)C1=CC=C(C=C1)C#CC1=CC=C(C(=O)O)C=C1 (4-[4-(1-Benzylmethylamino-cyclopropyl)-phenylethynyl]-benzoic Acid). Yield: 73.7%. As a reaction SMILES: [CH2:1]([CH2:8][NH:9][C:10]1([C:13]2[CH:18]=[CH:17][C:16]([C:19]#[C:20][C:21]3[CH:31]=[CH:30][C:24]([C:25]([O:27]CC)=[O:26])=[CH:23][CH:22]=3)=[CH:15][CH:14]=2)[CH2:12][CH2:11]1)[C:2]1[CH:7]=[CH:6][CH:5]=[CH:4][CH:3]=1.[OH-].[Na+]>C(O)C.O1CCCC1>[CH2:1]([CH2:8][NH:9][C:10]1([C:13]2[CH:18]=[CH:17][C:16]([C:19]#[C:20][C:21]3[CH:31]=[CH:30][C:24]([C:25]([OH:27])=[O:26])=[CH:23][CH:22]=3)=[CH:15][CH:14]=2)[CH2:11][CH2:12]1)[C:2]1[CH:3]=[CH:4][CH:5]=[CH:6][CH:7]=1 |f:1.2|. Procedure: Using General Procedure I; a solution of ethyl 4-{4-[1-(benzylmethylamino)-cyclopropyl]-phenylethynyl}-benzoate (Compound 115, 65.0 mg, 0.16 mmol) in ethanol (3 mL) and tetrahydrofuran (3 mL) was treated with NaOH (80.0 mg, 2.0 mmols, 2.0 mL of a 1N aqueous solution) and stirred overnight at room temperature. Work-up afforded 45.0 mg (75%) of the title compound as a solid. The reactants are C(C)N (ethylamine), C1(=CCCC1)C(=O)O (cyclopentenoic acid), [Cl-] (chloride). Solvent: C1=CC=CC=C1 (benzene). Reaction conditions: temperature 30 celsius, time 10 hour. The product is C1(=CCCC1)C(=O)NCC (N-cyclopentenoyl-ethylamine). Yield: 69.8%. As a reaction SMILES: [C:1]1([C:6]([OH:8])=O)[CH2:5][CH2:4][CH2:3][CH:2]=1.[Cl-].[CH2:10]([NH2:12])[CH3:11]>C1C=CC=CC=1>[C:1]1([C:6]([NH:12][CH2:10][CH3:11])=[O:8])[CH2:5][CH2:4][CH2:3][CH:2]=1. Procedure details: N-Cyclopentenoyl-ethylamine was prepared from cyclopentenoic acid (2 grams, 17.5 mmol) and oxallyl chloride (2.2 grams, 17.5 mmol) after stirring at 25-35° C. for 8-12 hours. To this was added a benzene solution of ethylamine (2.1 grams, 48.7 mmol) at 0° C., and this reaction mixture was stirred for 3 hours at 25-35° C., after which time the solvent was evaporated under vacuum to yield N-cyclopentenoyl-ethylamine (1.7 grams), yield: 68.9%. A solution of N-cyclopentenoyl-ethylamine (1.7 grams, 13... Starting materials: CN(S(=O)(=O)N1C=NC=C1)C (1-(Dimethylsulfamoyl)imidazole), [Li]CCCC (n-BuLi), [Si](C)(C)(C(C)(C)C)Cl (t-Butyldimethylsilylchloride). Solvent: O (water), C1CCOC1 (THF), C1CCOC1 (THF). Conditions: temperature -78 celsius, time 24 hour. Product: CN(S(=O)(=O)N1C(=NC=C1)[Si](C)(C)C(C)(C)C)C (1-dimethylsulfamoyl-2-t-butyldimethylsilyl imidazole). RXN SMILES: [CH3:1][N:2]([CH3:11])[S:3]([N:6]1[CH:10]=[CH:9][N:8]=[CH:7]1)(=[O:5])=[O:4].[Li]CCCC.[Si:17](Cl)([C:20]([CH3:23])([CH3:22])[CH3:21])([CH3:19])[CH3:18]>C1COCC1.O>[CH3:1][N:2]([CH3:11])[S:3]([N:6]1[CH:10]=[CH:9][N:8]=[C:7]1[Si:17]([C:20]([CH3:23])([CH3:22])[CH3:21])([CH3:19])[CH3:18])(=[O:4])=[O:5]. Procedure: Imidazole (Intermediate L1, available from Aldrich, 20.0 g, 0.29 mol), triethylamine (41.0 mL, 0.29 mol) and N,N-dimethylsulfamoyl chloride (31.6 mL, 0.29 mol) were added to benzene (320 mL). The reaction was stirred for 48 h at rt and then filtered. The filtrate was collected and concentrated under reduced pressure. Vacuum distillation of the crude produc (˜0.5 mmHg, 115–118° C.) afforded dimethylsulfamoyl)imidazole (Intermediate L2) 38.7 g (76%) as a clear and colorless oil. Upon cooling the p...